describe an organic reaction: reactants, conditions, products, and yield From a dataset of the Open Reaction Database (ORD), a public repository of structured organic reaction records. Reactants: O (water), CO (methyl alcohol), C(C)O (ethyl alcohol), C(C)(C)O (isopropyl alcohol), ice, polyhydric alcohols, polyhydric alcohol, polyhydric alcohol, polyhydric alcohol, polyhydric alcohol, polyvinyl alcohol, polyhydric alcohols. The product is C(C)OCCO (ethoxyethyl alcohol), C(C)OC(C)(C)O (ethoxyisopropyl alcohol). As a reaction SMILES: O.CO.[CH2:4]([OH:6])[CH3:5].[CH:7]([OH:10])([CH3:9])[CH3:8]>>[CH2:4]([O:6][CH2:8][CH2:7][OH:10])[CH3:5].[CH2:4]([O:6][C:7]([OH:10])([CH3:9])[CH3:8])[CH3:5]. Reported procedure: The polyhydric alcohol contributes not only for a freezing point depressing agent, as aforementioned, but also for the improvement in mechanical strengths of the coolant gel of the invention. In detail, when compared to the gel obtained from an aqueous solution containing a polyvinyl alcohol only, a gel obtained from a composition containing any of said polyhydric alcohols is further increased in strength. As a result, a coolant gel suited for substitution for an ice pillow and having sufficient... Starting materials: CO (methanol), C(C(=O)Cl)(=O)Cl (Oxalyl chloride), FC1=CC=C(C=C1)C1=C(C(=O)O)C=CC(=C1)[N+](=O)[O-] (2-(4-fluorophenyl)-4-nitrobenzoic acid). The reagents and catalysts are CN(C)C=1C=CN=CC1 (DMAP), CN(C)C=O (DMF). Run in C(Cl)Cl (methylene chloride). Reaction conditions: time 2 hour. Yields the product FC1=CC=C(C=C1)C1=C(C(=O)OC)C=CC(=C1)[N+](=O)[O-] (methyl 2-(4-fluorophenyl)-4-nitrobenzoate). The yield is 95.4%. As a reaction SMILES: [C:1](Cl)(=O)C(Cl)=O.[F:7][C:8]1[CH:13]=[CH:12][C:11]([C:14]2[CH:22]=[C:21]([N+:23]([O-:25])=[O:24])[CH:20]=[CH:19][C:15]=2[C:16]([OH:18])=[O:17])=[CH:10][CH:9]=1.CO>C(Cl)Cl.CN(C=O)C.CN(C1C=CN=CC=1)C>[F:7][C:8]1[CH:9]=[CH:10][C:11]([C:14]2[CH:22]=[C:21]([N+:23]([O-:25])=[O:24])[CH:20]=[CH:19][C:15]=2[C:16]([O:18][CH3:1])=[O:17])=[CH:12][CH:13]=1. Reported procedure: Oxalyl chloride (9.35 g; 0.074 mol) was added to a solution of 2-(4-fluorophenyl)-4-nitrobenzoic acid (17.5 g; 0.067 mol) in methylene chloride (150 ml). After addition of DMF (3 drops), the mixture was stirred at ambient temperature for 2 hours. After evaporation to dryness the residue was redissolved in methylene chloride (100 ml); methanol (50 ml) and DMAP (8.2 g; 0.067 mol) was added at 0° C. After stirring at ambient temperature for 2 hours, the mixture was evaporated to dryness. The residu... The reactants are [H-].C(C(C)C)[Al+]CC(C)C (Diisobutylaluminum hydride), solution, C1(=CC=CC=C1)C#CC#CC#C[C@H]1[C@@H](O1)C=CC=O ((trans)-3-[3-(6-Phenyl-1,3,5-hexatriynyl)oxiranyl]-2-propenal). Run in C1(=CC=CC=C1)C (toluene), O1CCCC1 (tetrahydrofuran). Run at temperature -78 celsius, time 2 hour. Product: C1(=CC=CC=C1)C#CC#CC#C[C@H]1[C@@H](O1)C=CCO ((trans)-3-[3-(6-Phenyl-1,3,5-hexatriynyl)oxiranyl]-2-propen-1-ol). Isolated yield 68.5%. Reaction SMILES: [H-].C([Al+]CC(C)C)C(C)C.[C:11]1([C:17]#[C:18][C:19]#[C:20][C:21]#[C:22][C@@H:23]2[O:25][C@H:24]2[CH:26]=[CH:27][CH:28]=[O:29])[CH:16]=[CH:15][CH:14]=[CH:13][CH:12]=1>C1(C)C=CC=CC=1.O1CCCC1>[C:11]1([C:17]#[C:18][C:19]#[C:20][C:21]#[C:22][C@@H:23]2[O:25][C@H:24]2[CH:26]=[CH:27][CH2:28][OH:29])[CH:12]=[CH:13][CH:14]=[CH:15][CH:16]=1 |f:0.1|. Reported procedure: Diisobutylaluminum hydride (0.35 ml of a 1.76 M solution in toluene, 0.61 mmole) was added dropwise to a stirred -78° C. solution of (trans)-3-[3-(6-phenyl-1,3,5-hexatriynyl)oxiranyl]-2-propenal (50 mg, 0.20 mmole; see Example 5) in 6 ml of dry tetrahydrofuran. The mixture was stirred for 2 hours at -78° C. and was then quenched at that temperature by the dropwise addition of ca. 0.5 ml of a solution of methanol-acetic acid 4:1. The mixture was warmed to room temperature, water was added and the... Yields the product COc1ccc(-c2sc3cc(OC)ccc3c2C(=O)c2ccc(OC)c(OC)c2)cc1. Reaction SMILES: [Al+3:34].[CH3:1][O:2][c:3]1[cH:4][cH:5][c:6](-[c:9]2[cH:10][c:11]3[c:12]([s:13]2)[cH:14][c:15]([O:18][CH3:19])[cH:16][cH:17]3)[cH:7][cH:8]1.[CH3:20][O:21][c:22]1[cH:23][c:24]([C:25](=[O:26])[Cl:27])[cH:28][cH:29][c:30]1[O:31][CH3:32].[CH3:41][CH2:42][O:43][C:44]([CH3:45])=[O:46].[Cl-:33].[Cl-:35].[Cl-:36].[Cl:38][CH2:39][Cl:40].[OH2:37]>>[CH3:1][O:2][c:3]1[cH:4][cH:5][c:6](-[c:9]2[c:10]([C:25]([c:24]3[cH:23][c:22]([O:21][CH3:20])[c:30]([O:31][CH3:32])[cH:29][cH:28]3)=[O:26])[c:11]3[c:12]([s:13]2)[cH:14][c:15]([O:18][CH3:19])[cH:16][cH:17]3)[cH:7][cH:8]1. The reactants are [Al+3], COc1ccc(-c2cc3ccc(OC)cc3s2)cc1, COc1ccc(C(=O)Cl)cc1OC, CCOC(C)=O, [Cl-], [Cl-], [Cl-], ClCCl, O. The reactants are C(=C)C1=CC2=C(N=N1)OCC2 (3-ethenyl-5,6-dihydrofuro[2,3-c]pyridazine), I(=O)(=O)(=O)[O-].[Na+] (sodium periodate), O1CCOCC1 (1,4-dioxane). The reagents and catalysts are [Os](=O)(=O)(=O)=O (osmium tetroxide). Run in O (water), O (water). Reaction conditions: time 3 hour. Yields the product N1=NC(=CC2=C1OCC2)C=O (5,6-Dihydrofuro[2,3-c]pyridazine-3-carbaldehyde). The yield is 20.7%. RXN SMILES: [CH:1]([C:3]1[N:8]=[N:7][C:6]2[O:9][CH2:10][CH2:11][C:5]=2[CH:4]=1)=C.I([O-])(=O)(=O)=[O:13].[Na+].O1CCOCC1>O.[Os](=O)(=O)(=O)=O>[N:7]1[C:6]2[O:9][CH2:10][CH2:11][C:5]=2[CH:4]=[C:3]([CH:1]=[O:13])[N:8]=1 |f:1.2|. Reported procedure: A mixture of 3-ethenyl-5,6-dihydrofuro[2,3-c]pyridazine (110 mg, 0.74 mmol), 4% osmium tetroxide in water (0.66 ml), sodium periodate (367 mg), 1,4-dioxane (6.6 ml) and water (1.3 ml) was stirred for 3 hours. The mixture was evaporated and the residue treated with chloroform and added to the top of a column. Elution with ethyl acetate afforded the product (23 mg). Reactants: ClC1=C(C(=NC2=CC(=CC=C12)F)C1=C(C=CC(=C1)[N+](=O)[O-])F)C (4-chloro-7-fluoro-2-(2-fluoro-5-nitrophenyl)-3-methylquinoline), O1CCN(CC1)C1=NC=C(C=C1N)N1CCOCC1 (2,5-dimorpholinopyridin-3-amine). The solvent is C1(=CC=CC=C1)C (toluene). Product: O1CCN(CC1)C1=NC=C(C=C1NC1=C(C(=NC2=CC(=CC=C12)F)C1=C(C=CC(=C1)[N+](=O)[O-])F)C)N1CCOCC1 (N-(2,5-dimorpholinopyridin-3-yl)-7-fluoro-2-(2-fluoro-5-nitrophenyl)-3-methylquinolin-4-amine). Reaction SMILES: Cl[C:2]1[C:11]2[C:6](=[CH:7][C:8]([F:12])=[CH:9][CH:10]=2)[N:5]=[C:4]([C:13]2[CH:18]=[C:17]([N+:19]([O-:21])=[O:20])[CH:16]=[CH:15][C:14]=2[F:22])[C:3]=1[CH3:23].[O:24]1[CH2:29][CH2:28][N:27]([C:30]2[C:35]([NH2:36])=[CH:34][C:33]([N:37]3[CH2:42][CH2:41][O:40][CH2:39][CH2:38]3)=[CH:32][N:31]=2)[CH2:26][CH2:25]1>C1(C)C=CC=CC=1>[O:24]1[CH2:29][CH2:28][N:27]([C:30]2[C:35]([NH:36][C:2]3[C:11]4[C:6](=[CH:7][C:8]([F:12])=[CH:9][CH:10]=4)[N:5]=[C:4]([C:13]4[CH:18]=[C:17]([N+:19]([O-:21])=[O:20])[CH:16]=[CH:15][C:14]=4[F:22])[C:3]=3[CH3:23])=[CH:34][C:33]([N:37]3[CH2:38][CH2:39][O:40][CH2:41][CH2:42]3)=[CH:32][N:31]=2)[CH2:26][CH2:25]1. Reported procedure: Essentially prepared according to Procedure H using 4-chloro-7-fluoro-2-(2-fluoro-5-nitrophenyl)-3-methylquinoline (150.0 mg, 0.45 mmol) and 2,5-dimorpholinopyridin-3-amine in toluene to give N-(2,5-dimorpholinopyridin-3-yl)-7-fluoro-2-(2-fluoro-5-nitrophenyl)-3-methylquinolin-4-amine. 1H NMR (CDCl3) δ ppm 8.58 (1H, dd, J=6.2, 2.8 Hz), 8.39 (1H, ddd, J=9.0, 4.3, 2.9 Hz), 7.89 (1H, dd, J=9.0, 5.9 Hz), 7.79 (1H, dd, J=9.8, 2.5 Hz), 7.64 (1H, d, J=2.7 Hz), 7.32-7.44 (2H, m), 6.90 (1H, br. s.), 6.26... Starting materials: [Cl-].[NH4+] (ammonium chloride), C(C)(=O)C=1C=C2C(=CN1)OC=C2 (5-acetylfuro[2,3-c]pyridine), solution, [H-].C(C(C)C)[Al+]CC(C)C (diisobutyl aluminum hydride). Solvent: C1(=CC=CC=C1)C (toluene), C1(=CC=CC=C1)C (toluene). Reaction conditions: temperature 0 celsius, time 2 hour. The product is OC(C)C=1C=C2C(=CN1)OC=C2 (5-(1-hydroxyethyl)furo[2,3-c]pyridine). The yield is 91.9%. As a reaction SMILES: [C:1]([C:4]1[CH:5]=[C:6]2[CH:12]=[CH:11][O:10][C:7]2=[CH:8][N:9]=1)(=[O:3])[CH3:2].[H-].C([Al+]CC(C)C)C(C)C.[Cl-].[NH4+]>C1(C)C=CC=CC=1>[OH:3][CH:1]([C:4]1[CH:5]=[C:6]2[CH:12]=[CH:11][O:10][C:7]2=[CH:8][N:9]=1)[CH3:2] |f:1.2,3.4|. Procedure: 5-Acetylfuro[2,3-c]pyridine obtained in Example 4(2.42 g, 15.0 mmol) was dissolved in toluene (30 mL), and the solution was cooled to 0° C. To the cooled solution,16.0 mL (16.0 mmol) of 1.0 M solution of diisobutyl aluminum hydride in toluene solution was added, and the solution was stirred for 2 hours at the same temperature, the reaction mixture was then poured into 100 mL of a 5% ammonium chloride aqueous solution which had been cooled on ice, and it was extracted twice with 100 mL of ethyl a... Starting materials: [Br-], COc1cccnc1Br, N#Cc1cccc(O)c1, O=C([O-])[O-], CCOC(C)=O, [K+], [K+], CN(C)C=O. The product is COc1cccnc1Oc1cccc(C#N)c1. Reaction SMILES: [Br-:25].[Br:1][c:2]1[n:3][cH:4][cH:5][cH:6][c:7]1[O:8][CH3:9].[C:10](#[N:11])[c:12]1[cH:13][c:14]([OH:18])[cH:15][cH:16][cH:17]1.[C:19](=[O:20])([O-:21])[O-:22].[CH3:31][CH2:32][O:33][C:34](=[O:35])[CH3:36].[K+:23].[K+:24].[O:26]=[CH:27][N:28]([CH3:29])[CH3:30]>>[c:2]1([O:18][c:14]2[cH:13][c:12]([C:10]#[N:11])[cH:17][cH:16][cH:15]2)[n:3][cH:4][cH:5][cH:6][c:7]1[O:8][CH3:9].